This data is from the Open Reaction Database (ORD), a public repository of structured organic reaction records. The task is: describe an organic reaction: reactants, conditions, products, and yield The reactants are C(CCCCC)C(CO)CCCCCCCC (2-hexyldecanol), C1(=CC=CC=C1)C1=NC=NC=C1C(=O)OCC (4-phenyl-5-ethoxycarbonylpyrimidine). Reagents/catalysts: [Hg] (mercury). Yields the product 2-hexyldecyl ester, C1(=CC=CC=C1)C1=NC=NC=C1C(=O)O (4-phenylpyrimidine-5-carboxylic acid). As a reaction SMILES: C(C(CCCCCCCC)CO)CCCCC.[C:18]1([C:24]2[C:29]([C:30]([O:32]CC)=[O:31])=[CH:28][N:27]=[CH:26][N:25]=2)[CH:23]=[CH:22][CH:21]=[CH:20][CH:19]=1>[Hg]>[C:18]1([C:24]2[C:29]([C:30]([OH:32])=[O:31])=[CH:28][N:27]=[CH:26][N:25]=2)[CH:19]=[CH:20][CH:21]=[CH:22][CH:23]=1. Reported procedure: The 2-hexyldecyl ester of 4-phenylpyrimidine-5-carboxylic acid was prepared from 2-hexyldecanol and 4-phenyl-5-ethoxycarbonylpyrimidine using the general procedure of Example 7. The product had a boiling range of 206°-208° C. at 0.2 mm pressure of mercury. Reactants: COC=1C=CC(=C(C(=O)O)C1)[N+](=O)[O-] (5-Methoxy-2-nitrobenzoic acid), NC1=C(C(=O)N)C=C(C=C1)F (2-Amino-5-fluorobenzamide). The product is COC=1C=CC(=C(C(=O)N)C1)[N+](=O)[O-] (5-methoxy-2-nitrobenzamide). Reaction SMILES: [CH3:1][O:2][C:3]1[CH:4]=[CH:5][C:6]([N+:12]([O-:14])=[O:13])=[C:7]([CH:11]=1)[C:8](O)=[O:9].[NH2:15]C1C=CC(F)=CC=1C(N)=O>>[CH3:1][O:2][C:3]1[CH:4]=[CH:5][C:6]([N+:12]([O-:14])=[O:13])=[C:7]([CH:11]=1)[C:8]([NH2:15])=[O:9]. Procedure details: 5-Methoxy-2-nitrobenzoic acid (4) (1.0 g, 5.1 mmol) was treated as described for the preparation of compound 3 to give 5-methoxy-2-nitrobenzamide (8). The intermediate was then dissolved in MeOH and hydrogenated over 10% Pd/C for 6 h. The catalyst was removed by filtration, and the solution was evaporated to afford 10 (0.8 g) as brown powder; MS m/z 166 (M+). The reactants are OC=1C(=C(C=C2C(OC(OC2=O)(C)C)=O)C=CC1)OC (5-(3-hydroxy-2-methoxybenzylidene)-2,2-dimethyl-1,3-dioxane-4,6-dione). Reagents/catalysts: [Pd] (palladium-activated carbon). Run in CO (methanol). Run at time 1.5 hour. Yields the product OC=1C(=C(CC2C(OC(OC2=O)(C)C)=O)C=CC1)OC (5-(3-hydroxy-2-methoxybenzyl)-2,2-dimethyl-1,3-dioxane-4,6-dione). Reaction SMILES: [OH:1][C:2]1[C:3]([O:19][CH3:20])=[C:4]([CH:16]=[CH:17][CH:18]=1)[CH:5]=[C:6]1[C:11](=[O:12])[O:10][C:9]([CH3:14])([CH3:13])[O:8][C:7]1=[O:15]>CO.[Pd]>[OH:1][C:2]1[C:3]([O:19][CH3:20])=[C:4]([CH:16]=[CH:17][CH:18]=1)[CH2:5][CH:6]1[C:11](=[O:12])[O:10][C:9]([CH3:13])([CH3:14])[O:8][C:7]1=[O:15]. Procedure: To a solution of 5-(3-hydroxy-2-methoxybenzylidene)-2,2-dimethyl-1,3-dioxane-4,6-dione (entire amount) in methanol (100 mL) was added 10% palladium-activated carbon (62 mg), and the mixture was stirred for 1.5 hr under a hydrogen atmosphere. The reactants are O=C([O-])O, CC(=O)O, [Fe], [Na+], Nc1nc(N2CCOCC2)ccc1[N+](=O)[O-]. Yields the product Nc1ccc(N2CCOCC2)nc1N. RXN SMILES: [C:17](=[O:18])([OH:19])[O-:20].[CH3:22][C:23](=[O:24])[OH:25].[Fe:26].[Na+:21].[O:1]1[CH2:2][CH2:3][N:4]([c:7]2[cH:8][cH:9][c:10]([N+:14]([O-:15])=[O:16])[c:11]([NH2:13])[n:12]2)[CH2:5][CH2:6]1>>[O:1]1[CH2:2][CH2:3][N:4]([c:7]2[cH:8][cH:9][c:10]([NH2:14])[c:11]([NH2:13])[n:12]2)[CH2:5][CH2:6]1. Starting materials: O=C([O-])O, C=CCOC(=O)C1=C(C2=CCN(C(=O)OCC=C)CC2)CC2C(C(CO[SiH](C)C)C(C)(C)C)C(=O)N12, CC(=O)O, CCCC[N+](CCCC)(CCCC)CCCC, CCOC(C)=O, [F-], [Na+], C1CCOC1, O. Product: C=CCOC(=O)C1=C(C2=CCN(C(=O)OCC=C)CC2)CC2C(C(C)O)C(=O)N12. RXN SMILES: [C:59](=[O:60])([O-:61])[OH:62].[CH2:1]([CH:2]=[CH2:3])[O:4][C:5](=[O:6])[N:7]1[CH2:8][CH2:9][C:10]([C:13]2=[C:14]([C:31](=[O:32])[O:33][CH2:34][CH:35]=[CH2:36])[N:15]3[C:16](=[O:30])[CH:17]([CH:20]([C:21]([CH3:22])([CH3:23])[CH3:24])[CH2:25][O:26][SiH:27]([CH3:28])[CH3:29])[CH:18]3[CH2:19]2)=[CH:11][CH2:12]1.[CH3:37][C:38]([OH:39])=[O:40].[CH3:42][CH2:43][CH2:44][CH2:45][N+:46]([CH2:47][CH2:48][CH2:49][CH3:50])([CH2:51][CH2:52][CH2:53][CH3:54])[CH2:55][CH2:56][CH2:57][CH3:58].[CH3:70][CH2:71][O:72][C:73](=[O:74])[CH3:75].[F-:41].[Na+:63].[O:64]1[CH2:65][CH2:66][CH2:67][CH2:68]1.[OH2:69]>>[CH2:1]([CH:2]=[CH2:3])[O:4][C:5](=[O:6])[N:7]1[CH2:8][CH2:9][C:10]([C:13]2=[C:14]([C:31](=[O:32])[O:33][CH2:34][CH:35]=[CH2:36])[N:15]3[C:16](=[O:30])[CH:17]([CH:38]([CH3:37])[OH:39])[CH:18]3[CH2:19]2)=[CH:11][CH2:12]1.